Dataset: the Open Reaction Database (ORD), a public repository of structured organic reaction records. Task: describe an organic reaction: reactants, conditions, products, and yield The reactants are S=C1CSc2ccccc2N1, O=Cc1c[nH]c2ccccc12, O=Cc1c[nH]c2ncccc12, O=Cc1ccc[nH]1. Product: S=C1Nc2ccccc2SC1=Cc1c[nH]c2ccccc12. Reaction SMILES: [S:1]1[CH2:2][C:3](=[S:11])[NH:4][c:5]2[c:6]1[cH:7][cH:8][cH:9][cH:10]2.[nH:12]1[cH:13][c:14]([CH:21]=[O:22])[c:15]2[cH:16][cH:17][cH:18][cH:19][c:20]12.[nH:23]1[c:24]2[c:25]([cH:26][cH:27][cH:28][n:29]2)[c:30]([CH:31]=[O:32])[cH:33]1.[nH:34]1[cH:35][cH:36][cH:37][c:38]1[CH:39]=[O:40]>>[S:1]1[C:2](=[CH:21][c:14]2[cH:13][nH:12][c:20]3[c:15]2[cH:16][cH:17][cH:18][cH:19]3)[C:3](=[S:11])[NH:4][c:5]2[c:6]1[cH:7][cH:8][cH:9][cH:10]2. The reactants are C(C(=O)[O-])(=O)[O-] (oxalate), C(C)(=O)[O-].[Na+] (sodium acetate), C(C1=CC=CC=C1)OC(=O)N1CCC(CC1)CCCCC(C(=O)OCC)=O (ethyl 6-(1-benzyloxycarbonyl-4-piperidyl)-2-oxohexanoate), C(#N)[BH3-].[Na+] (sodium cyanoborohydride), C(C)(C)(C)OC(CN(C1CC2=CC=CC=C2C1)C([C@@H](N)C)=O)=O (N-(L-alanyl)-N-(2-indanyl)glycine tert-butyl ester). Solvent: C(C)O (ethanol), C(C)(=O)O (acetic acid), C(C)O (ethanol). Conditions: time 8 hour. Product: C(C)(C)(C)OC(CN(C1CC2=CC=CC=C2C1)C([C@@H](N[C@H](CCCCC1CCN(CC1)C(=O)OCC1=CC=CC=C1)C(=O)OCC)C)=O)=O (N-[N-[(R)-5-(1-benzyloxycarbonyl-4-piperidyl)-1-ethoxycarbonylpentyl]-L-alanyl]-N-(indan-2-yl)glycine tert-butyl ester). The yield is 8.2%. RXN SMILES: C([BH3-])#N.[Na+].[C:5]([O:9][C:10](=[O:27])[CH2:11][N:12]([C:22](=[O:26])[C@H:23]([CH3:25])[NH2:24])[CH:13]1[CH2:21][C:20]2[C:15](=[CH:16][CH:17]=[CH:18][CH:19]=2)[CH2:14]1)([CH3:8])([CH3:7])[CH3:6].C([O-])(=O)C([O-])=O.C([O-])(=O)C.[Na+].[CH2:39]([O:46][C:47]([N:49]1[CH2:54][CH2:53][CH:52]([CH2:55][CH2:56][CH2:57][CH2:58][C:59](=O)[C:60]([O:62][CH2:63][CH3:64])=[O:61])[CH2:51][CH2:50]1)=[O:48])[C:40]1[CH:45]=[CH:44][CH:43]=[CH:42][CH:41]=1>C(O)C.C(O)(=O)C>[C:5]([O:9][C:10](=[O:27])[CH2:11][N:12]([C:22](=[O:26])[C@H:23]([CH3:25])[NH:24][C@@H:59]([C:60]([O:62][CH2:63][CH3:64])=[O:61])[CH2:58][CH2:57][CH2:56][CH2:55][CH:52]1[CH2:53][CH2:54][N:49]([C:47]([O:46][CH2:39][C:40]2[CH:41]=[CH:42][CH:43]=[CH:44][CH:45]=2)=[O:48])[CH2:50][CH2:51]1)[CH:13]1[CH2:21][C:20]2[C:15](=[CH:16][CH:17]=[CH:18][CH:19]=2)[CH2:14]1)([CH3:6])([CH3:8])[CH3:7] |f:0.1,4.5|. Procedure: A solution of 0.6 g of sodium cyanoborohydride in 50 ml of ethanol is added dropwise to a stirred mixture of 2 g of N-(L-alanyl)-N-(2-indanyl)glycine tert-butyl ester.oxalate, 0.78 g of sodium acetate, 0.58 g of acetic acid, 10 g of molecular sieves 3 A, 3.6 g of ethyl 6-(1-benzyloxycarbonyl-4-piperidyl)-2-oxohexanoate and 50 ml of ethanol at room temperature over a period of 3 hours. The reaction solution is allowed to stand overnight and filtered, and the filtrate is concentrated under reduced... Starting materials: N1(C=NCC1)NC=1C(=C2C(=CC=NC2=C(C1)C)C)C (6-(2-Imidazolinylamino)-4,5,8-trimethylquinoline), Cl (hydrochloric acid), CCOCC (ether). Run in CO (methanol). Conditions: time 3 day. Product: O.Cl.Cl.N1(C=NCC1)NC=1C(=C2C(=CC=NC2=C(C1)C)C)C (6-(2-imidazolinylamino)-4,5,8-trimethylquinoline dihydrochloride monohydrate). Reaction SMILES: [N:1]1([NH:6][C:7]2[C:8]([CH3:19])=[C:9]3[C:14](=[C:15]([CH3:17])[CH:16]=2)[N:13]=[CH:12][CH:11]=[C:10]3[CH3:18])[CH2:5][CH2:4][N:3]=[CH:2]1.CC[O:22]CC.[ClH:25]>CO>[OH2:22].[ClH:25].[ClH:25].[N:1]1([NH:6][C:7]2[C:8]([CH3:19])=[C:9]3[C:14](=[C:15]([CH3:17])[CH:16]=2)[N:13]=[CH:12][CH:11]=[C:10]3[CH3:18])[CH2:5][CH2:4][N:3]=[CH:2]1 |f:4.5.6.7|. Procedure: 6-(2-Imidazolinylamino)-4,5,8-trimethylquinoline (0.406 g) is dissolved in a solution of concentrated hydrochloric acid (0.813 mL) in methanol (4 mL). To this solution is added ether (7 mL). The solution is allowed to stand at room temperature for 3 days, and the resulting crystals are filtered and washed with ether to provide 6-(2-imidazolinylamino)-4,5,8-trimethylquinoline dihydrochloride monohydrate. Starting materials: O.N[C@@H](CC(N)=O)C(=O)O (L-asparagine monohydrate), C([O-])([O-])=O.[K+].[K+] (potassium carbonate), C(C1=CC=CC=C1)(=O)Cl (benzoyl chloride). Solvent: O (water). Reaction conditions: time 2 hour. The product is C(C1=CC=CC=C1)(=O)N[C@@H](CC(N)=O)C(=O)O (N-Benzoyl-L-Asparagine). Yield: 68.4%. As a reaction SMILES: O.[NH2:2][C@H:3]([C:8]([OH:10])=[O:9])[CH2:4][C:5](=[O:7])[NH2:6].C(=O)([O-])[O-].[K+].[K+].[C:17](Cl)(=[O:24])[C:18]1[CH:23]=[CH:22][CH:21]=[CH:20][CH:19]=1>O>[C:17]([NH:2][C@H:3]([C:8]([OH:10])=[O:9])[CH2:4][C:5](=[O:7])[NH2:6])(=[O:24])[C:18]1[CH:23]=[CH:22][CH:21]=[CH:20][CH:19]=1 |f:0.1,2.3.4|. Reported procedure: To a vigorously stirred solution of 2 g (0.013 mol) of L-asparagine monohydrate and 2.02 g (0.014 mol) of potassium carbonate in 15 ml of water, 1.51 ml (0.013 mol) of benzoyl chloride was added dropwise, over a period of 15 min., at room temperature. The stirring was continued for 2 hour, then the mixture was extracted with 10 ml of ether and the aqueous phase was acidified to pH 2 with concentrated hydrochloric acid. The white precipitate was filtered off, washed with water and purified by cry... Starting materials: CCOC(=O)CNc1cc(Cl)c(Oc2ccc(OC)cc2)c(Cl)c1, CCOC(=O)Cl. Product: CCOC(=O)CN(C(=O)OCC)c1cc(Cl)c(Oc2ccc(OC)cc2)c(Cl)c1. RXN SMILES: [CH2:1]([CH3:2])[O:3][C:4]([CH2:5][NH:6][c:7]1[cH:8][c:9]([Cl:23])[c:10]([O:14][c:15]2[cH:16][cH:17][c:18]([O:21][CH3:22])[cH:19][cH:20]2)[c:11]([Cl:13])[cH:12]1)=[O:24].[Cl:25][C:26](=[O:27])[O:28][CH2:29][CH3:30]>>[CH2:1]([CH3:2])[O:3][C:4]([CH2:5][N:6]([c:7]1[cH:8][c:9]([Cl:23])[c:10]([O:14][c:15]2[cH:16][cH:17][c:18]([O:21][CH3:22])[cH:19][cH:20]2)[c:11]([Cl:13])[cH:12]1)[C:26](=[O:27])[O:28][CH2:29][CH3:30])=[O:24]. Reactants: C1(=CC=CC=C1)S(=O)(=O)[O-].[Na+] (sodium benzene sulfonate), [Na] (sodium), C(COCCOCCOCCO)O (tetraethylene glycol), C1(=CC=CC=C1)S(=O)(=O)OCCOCCOCCO (triethylene glycol monobenzenesulfonate). Yields the product C(COCCOCCOCCOCCOCCOCCO)O (heptaethylene glycol). RXN SMILES: [Na].[CH2:2]([OH:14])[CH2:3][O:4][CH2:5][CH2:6][O:7][CH2:8][CH2:9][O:10][CH2:11][CH2:12][OH:13].C1(S(O[CH2:25][CH2:26][O:27][CH2:28][CH2:29][O:30][CH2:31][CH2:32][OH:33])(=O)=O)C=CC=CC=1.C1(S([O-])(=O)=O)C=CC=CC=1.[Na+]>>[CH2:12]([OH:13])[CH2:11][O:10][CH2:9][CH2:8][O:7][CH2:6][CH2:5][O:4][CH2:3][CH2:2][O:14][CH2:25][CH2:26][O:27][CH2:28][CH2:29][O:30][CH2:31][CH2:32][OH:33] |f:3.4,^1:0|. Reported procedure: Dissolve one equivalent of sodium in at least 5 equivalents of tetraethylene glycol and then add one equivalent of triethylene glycol monobenzenesulfonate. Heat the resulting solution at 100° to 150°C until the elimination of sodium benzene sulfonate is substantially complete. Remove the insoluble sulfonate salt by filtration and fractionally distill the resulting product in vacuo to obtain heptaethylene glycol as the higher boiling fraction. Reactants: O=C(Cc1ccccc1C(=O)OCBr)OCc1ccccc1, ClCI. The product is O=C(Cc1ccccc1C(=O)OCCl)OCc1ccccc1. RXN SMILES: [Br:1][CH2:2][O:3][C:4](=[O:5])[c:6]1[c:7]([CH2:12][C:13](=[O:14])[O:15][CH2:16][c:17]2[cH:18][cH:19][cH:20][cH:21][cH:22]2)[cH:8][cH:9][cH:10][cH:11]1.[Cl:23][CH2:24][I:25]>>[CH2:2]([O:3][C:4](=[O:5])[c:6]1[c:7]([CH2:12][C:13](=[O:14])[O:15][CH2:16][c:17]2[cH:18][cH:19][cH:20][cH:21][cH:22]2)[cH:8][cH:9][cH:10][cH:11]1)[Cl:23]. Starting materials: C(C)/C(/C=O)=C\C[C@H]1C(C(=CC1)C)(C)C ((E)-(S)-2-Ethyl-4-(2,2,3-trimethylcyclopent-3-en-1-yl)-2-buten-1-al), CC1=CCC2CC1C2(C)C (α-pinene). Yields the product C(C)/C(/CO)=C\C[C@H]1C(C(=CC1)C)(C)C ((E)-(S)-2-Ethyl-4-(2,2,3-trimethylcyclopent-3-en-1yl)-2-buten-1-ol). Reaction SMILES: [CH2:1](/[C:3](=[CH:6]\[CH2:7][C@@H:8]1[CH2:12][CH:11]=[C:10]([CH3:13])[C:9]1([CH3:15])[CH3:14])/[CH:4]=[O:5])[CH3:2].CC1C2C(C)(C)C(C2)CC=1>>[CH2:1](/[C:3](=[CH:6]\[CH2:7][C@@H:8]1[CH2:12][CH:11]=[C:10]([CH3:13])[C:9]1([CH3:14])[CH3:15])/[CH2:4][OH:5])[CH3:2]. Reported procedure: (E)-(S)-2-Ethyl-4-(2,2,3-trimethylcyclopent-3-en-1-yl)-2-buten-1-al synthesized from 1R,5R)-α-pinene having an optical purity of 97% e.e. (available from Aldrich) was hydrogenated in the same manner as in Example 2 to obtain the title compound. Starting materials: Cl.Cl.Cl.N1C=NC(=C1)CN1CC(N(CC2=C1C=CC(=C2)C=2C=NC=CC2)C(C(F)(F)F)=O)CC2=CC=CC=C2 (2,3,4,5-Tetrahydro-1-(1H-imidazol-4-ylmethyl)-3-(phenylmethyl)-7-(3-pyridinyl)-4-(trifluoroacetyl)-1H-1,4-benzodiazepine, trihydrochloride), hexanes EtOAc, C(#N)C=1C=CC2=C(CN([C@@H](CN2)CC2=CC=CC=C2)C(CC2=CC=CC=C2)=O)C1 ((R)-7-cyano-2,3,4,5-tetrahydro-4-(phenylacetyl)-3-(phenylmethyl)-1H-1,4-benzodiazepine), C1(=CC=CC=C1)S(=O)(=O)Cl (benzenesulfonyl chloride), [H-] (hydride), aldehyde, Compound D. Reaction conditions: time 2 day. Yields the product Cl.ClC=1C=CC2=C(CN([C@@H](CN2CC2=CN=CN2C)CC2=CC=CC=C2)S(=O)(=O)C2=CC=CC=C2)C1 ((R)-7-Chloro-2,3,4,5-tetrahydro- -[(1-methyl-1H-imidazol-5-yl)methyl]-4-(phenylsulfonyl)-3-(phenylmethyl)-1H-1,4-benzodiazepine, monohydrochloride). Reaction SMILES: [ClH:1].Cl.Cl.[NH:4]1[CH:8]=[C:7]([CH2:9][N:10]2[C:16]3[CH:17]=[CH:18][C:19](C4C=NC=CC=4)=[CH:20][C:15]=3[CH2:14][N:13](C(=O)C(F)(F)F)[CH:12]([CH2:33][C:34]3[CH:39]=[CH:38][CH:37]=[CH:36][CH:35]=3)[CH2:11]2)[N:6]=[CH:5]1.[C:40](C1C=CC2NC[C@@H](CC3C=CC=CC=3)N(C(=O)CC3C=CC=CC=3)CC=2C=1)#N.[C:69]1([S:75]([Cl:78])(=[O:77])=[O:76])[CH:74]=[CH:73][CH:72]=[CH:71][CH:70]=1.[H-]>>[ClH:78].[Cl:1][C:19]1[CH:18]=[CH:17][C:16]2[N:10]([CH2:9][C:7]3[N:6]([CH3:40])[CH:5]=[N:4][CH:8]=3)[CH2:11][C@@H:12]([CH2:33][C:34]3[CH:39]=[CH:38][CH:37]=[CH:36][CH:35]=3)[N:13]([S:75]([C:69]3[CH:74]=[CH:73][CH:72]=[CH:71][CH:70]=3)(=[O:77])=[O:76])[CH2:14][C:15]=2[CH:20]=1 |f:0.1.2.3,7.8|. Procedure details: Example 249 was prepared as a light yellow solid from Compound B of Example 247 by the following sequence: Compound C of Example 247, with benzenesulfonyl chloride, with stirring at rt for 3 hours and chromatography on silica with 7/3 hexanes/EtOAc (57 %); Compound D of Example 247, with stirring at rt for 12 hours and with stirring for 2 days following addition of another equivalent of hydride and aldehyde, and with purification by reverse phase HPLC (gradient of aqueous methanol with 0.1% TFA;... The reactants are Cl (hydrochloride), COC(C1=CN=C(C=C1)OCC=1C(=NOC1CO)C1=CC(=C(C=C1)F)F)=O (6-[3-(3,4-Difluoro-phenyl)-5-hydroxymethyl-isoxazol-4-ylmethoxy]-nicotinic acid methyl ester), O (water), [OH-].[Li+] (lithium hydroxide). Run in C(C)(=O)OCC (ethyl acetate), C1CCOC1 (THF), CO (methanol). The product is FC=1C=C(C=CC1F)C1=NOC(=C1COC1=NC=C(C(=O)O)C=C1)CO (6-[3-(3,4-Difluoro-phenyl)-5-hydroxymethyl-isoxazol-4-ylmethoxy]-nicotinic acid). The yield is 88.2%. As a reaction SMILES: C[O:2][C:3](=[O:27])[C:4]1[CH:9]=[CH:8][C:7]([O:10][CH2:11][C:12]2[C:13]([C:19]3[CH:24]=[CH:23][C:22]([F:25])=[C:21]([F:26])[CH:20]=3)=[N:14][O:15][C:16]=2[CH2:17][OH:18])=[N:6][CH:5]=1.O.[OH-].[Li+].Cl>C1COCC1.CO.C(OCC)(=O)C>[F:26][C:21]1[CH:20]=[C:19]([C:13]2[C:12]([CH2:11][O:10][C:7]3[CH:8]=[CH:9][C:4]([C:3]([OH:27])=[O:2])=[CH:5][N:6]=3)=[C:16]([CH2:17][OH:18])[O:15][N:14]=2)[CH:24]=[CH:23][C:22]=1[F:25] |f:2.3|. Procedure: 6-[3-(3,4-Difluoro-phenyl)-5-hydroxymethyl-isoxazol-4-ylmethoxy]-nicotinic acid methyl ester (1.00 g, 2.66 mmol) in THF (6.25 mL), methanol (1.75 mL), and water (6.25 mL) was treated with lithium hydroxide (130 mg, 5.31 mmol) overnight at room temperature. Addition of aqueous hydrochloride solution (1 N, 100 mL) and extraction with ethyl acetate afforded the title compound (850 mg, 88%) as a white solid. MS: m/e=361.1 [M−H]−.